Task: describe an organic reaction: reactants, conditions, products, and yield. Dataset: the Open Reaction Database (ORD), a public repository of structured organic reaction records The reactants are C=1SC=C2NC3=C(NC(C21)=O)C=CC=C3 (4,9-dihydro-10H-thieno[3,4-b][1,5]benzodiazepin-10-one), C(OC)(=O)Cl (methyl chlorocarbonate). The solvent is O1CCOCC1 (dioxane), C1(=CC=CC=C1)C (toluene). The product is COC(=O)N1C=2C(C(NC3=C1C=CC=C3)=O)=CSC2 (4,9-dihydro-4-methoxycarbonyl-10H-thieno[3,4-b][1,5]benzodiazepin-10-one). Reaction SMILES: [CH:1]1[S:2][CH:3]=[C:4]2[C:10]=1[C:9](=[O:11])[NH:8][C:7]1[CH:12]=[CH:13][CH:14]=[CH:15][C:6]=1[NH:5]2.[C:16](Cl)(=[O:19])[O:17][CH3:18]>O1CCOCC1.C1(C)C=CC=CC=1>[CH3:18][O:17][C:16]([N:5]1[C:6]2[CH:15]=[CH:14][CH:13]=[CH:12][C:7]=2[NH:8][C:9](=[O:11])[C:10]2=[CH:1][S:2][CH:3]=[C:4]12)=[O:19]. Procedure details: From 4,9-dihydro-10H-thieno[3,4-b][1,5]benzodiazepin-10-one and methyl chlorocarbonate in a mixture of dioxane and toluene, 4,9-dihydro-4-methoxycarbonyl-10H-thieno[3,4-b][1,5]benzodiazepin-10-one was obtained; The reactants are FC1=CC=C(C=C1)N1N=CC2=CC(=CC=C12)C(C(C=O)(C)C)C1=CC=CC=C1 (3-(1-(4-fluorophenyl)-1H-indazol-5-yl)-2,2-dimethyl-3-phenylpropanal), S1C(=NN=C1)N (1,3,4-thiadiazol-2-amine), C([O-])(O)=O.[Na+] (sodium bicarbonate), C(C)(=O)O[BH-](OC(C)=O)OC(C)=O.[Na+] (sodium triacetoxyborohydride). The reagents and catalysts are CC([O-])C.CC([O-])C.CC([O-])C.CC([O-])C.[Ti+4] (titanium tetraisopropoxide). Solvent: C(CCl)Cl (ClCH2CH2Cl). Reaction conditions: temperature 85 celsius. Yields the product FC1=CC=C(C=C1)N1N=CC2=CC(=CC=C12)C(C(CNC=1SC=NN1)(C)C)C1=CC=CC=C1 (N-(3-(1-(4-fluorophenyl)-1H-indazol-5-yl)-2,2-dimethyl-3-phenylpropyl)-1,3,4-thiadiazol-2-amine). The yield is 18.5%. RXN SMILES: [F:1][C:2]1[CH:7]=[CH:6][C:5]([N:8]2[C:16]3[C:11](=[CH:12][C:13]([CH:17]([C:23]4[CH:28]=[CH:27][CH:26]=[CH:25][CH:24]=4)[C:18]([CH3:22])([CH3:21])[CH:19]=O)=[CH:14][CH:15]=3)[CH:10]=[N:9]2)=[CH:4][CH:3]=1.[S:29]1[CH:33]=[N:32][N:31]=[C:30]1[NH2:34].C(O[BH-](OC(=O)C)OC(=O)C)(=O)C.[Na+].C(=O)(O)[O-].[Na+]>C(Cl)CCl.CC(C)[O-].CC(C)[O-].CC(C)[O-].CC(C)[O-].[Ti+4]>[F:1][C:2]1[CH:7]=[CH:6][C:5]([N:8]2[C:16]3[C:11](=[CH:12][C:13]([CH:17]([C:23]4[CH:28]=[CH:27][CH:26]=[CH:25][CH:24]=4)[C:18]([CH3:22])([CH3:21])[CH2:19][NH:34][C:30]4[S:29][CH:33]=[N:32][N:31]=4)=[CH:14][CH:15]=3)[CH:10]=[N:9]2)=[CH:4][CH:3]=1 |f:2.3,4.5,7.8.9.10.11|. Reported procedure: To a stirred solution of 3-(1-(4-fluorophenyl)-1H-indazol-5-yl)-2,2-dimethyl-3-phenylpropanal (419 mg, 1.12 mmol) in ClCH2CH2Cl (20 mL) was added 1,3,4-thiadiazol-2-amine (137 mg, 1.35 mmol) and titanium tetraisopropoxide (0.35 mL, 1.2 mmol) at RT under nitrogen. The reaction mixture was heated at 85° C. for 1 hr then sodium triacetoxyborohydride (318 mg, 1.5 mmol) was added and the reaction was heated at 85° C. for 4 hr. The reaction mixture was poured into a sat. sodium bicarbonate solution (1... The reactants are CC(C)O, COCCN1CCC(c2cc(OC(C)C)c(N)cc2C)CC1, CCN(C(C)C)C(C)C, CC(C)S(=O)(=O)c1ccccc1Nc1nc(Cl)nc(Cl)c1C(=O)c1ccccc1. Yields the product COCCN1CCC(c2cc(OC(C)C)c(Nc3nc(Cl)c(C(=O)c4ccccc4)c(Nc4ccccc4S(=O)(=O)C(C)C)n3)cc2C)CC1. As a reaction SMILES: [CH3:61][CH:62]([OH:63])[CH3:64].[CH:30]([CH3:31])([CH3:32])[O:33][c:34]1[c:35]([NH2:36])[cH:37][c:38]([CH3:51])[c:39]([CH:41]2[CH2:42][CH2:43][N:44]([CH2:47][CH2:48][O:49][CH3:50])[CH2:45][CH2:46]2)[cH:40]1.[CH:52]([N:53]([CH2:54][CH3:55])[CH:56]([CH3:57])[CH3:58])([CH3:59])[CH3:60].[Cl:1][c:2]1[n:3][c:4]([NH:17][c:18]2[c:19]([S:24](=[O:25])(=[O:26])[CH:27]([CH3:28])[CH3:29])[cH:20][cH:21][cH:22][cH:23]2)[c:5]([C:9](=[O:10])[c:11]2[cH:12][cH:13][cH:14][cH:15][cH:16]2)[c:6]([Cl:8])[n:7]1>>[c:2]1([NH:36][c:35]2[c:34]([O:33][CH:30]([CH3:31])[CH3:32])[cH:40][c:39]([CH:41]3[CH2:42][CH2:43][N:44]([CH2:47][CH2:48][O:49][CH3:50])[CH2:45][CH2:46]3)[c:38]([CH3:51])[cH:37]2)[n:3][c:4]([NH:17][c:18]2[c:19]([S:24](=[O:25])(=[O:26])[CH:27]([CH3:28])[CH3:29])[cH:20][cH:21][cH:22][cH:23]2)[c:5]([C:9](=[O:10])[c:11]2[cH:12][cH:13][cH:14][cH:15][cH:16]2)[c:6]([Cl:8])[n:7]1. Starting materials: ClC1=CC=C(C=C1)C(C(=O)OC)(CC)N1C=CC2=C(C=CC=C12)NS(=O)(=O)C (methyl 2-(4-chlorophenyl)-2-(4-(methylsulfonamido)-1H-indol-1-yl)butanoate), [Li+].[OH-] (LiOH), Cl (HCl). The solvent is CO (methanol). Run at temperature 50 celsius. Yields the product ClC1=CC=C(C=C1)C(C(=O)O)(CC)N1C=CC2=C(C=CC=C12)NS(=O)(=O)C (2-(4-chlorophenyl)-2-(4-(methylsulfonamido)-1H-indol-1-yl)butanoic acid). As a reaction SMILES: [Cl:1][C:2]1[CH:7]=[CH:6][C:5]([C:8]([N:15]2[C:23]3[C:18](=[C:19]([NH:24][S:25]([CH3:28])(=[O:27])=[O:26])[CH:20]=[CH:21][CH:22]=3)[CH:17]=[CH:16]2)([CH2:13][CH3:14])[C:9]([O:11]C)=[O:10])=[CH:4][CH:3]=1.[Li+].[OH-].Cl>CO>[Cl:1][C:2]1[CH:7]=[CH:6][C:5]([C:8]([N:15]2[C:23]3[C:18](=[C:19]([NH:24][S:25]([CH3:28])(=[O:26])=[O:27])[CH:20]=[CH:21][CH:22]=3)[CH:17]=[CH:16]2)([CH2:13][CH3:14])[C:9]([OH:11])=[O:10])=[CH:4][CH:3]=1 |f:1.2|. Reported procedure: A mixture of methyl 2-(4-chlorophenyl)-2-(4-(methylsulfonamido)-1H-indol-1-yl)butanoate (840 mg, 2 mmol), as described in Example 3 step C, and 2 M LiOH (5 mL) in methanol (5 mL) was heated to 50° C. for 5 h. The reaction was acidified with 1M HCl and the volatile was removed under reduced pressure. The residue was dissolved in ethyl acetate (80 mL) and water (20 mL). The organic layer was washed with brine (10 mL) and dried over Na2SO4, filtered and concentrated in vacuo to give the title compo... RXN SMILES: [S:1](=[N:4][C:5]([NH2:7])=[O:6])(=[O:3])=[O:2].C(OC(=O)[N:14]([C:16]1[CH:17]=[C:18]2[C:23](=[CH:24][C:25]=1[F:26])[C:22](=[O:27])[N:21]([C:28]1[CH:33]=[CH:32][C:31](N)=[CH:30][CH:29]=1)[CH:20]=[CH:19]2)C)(C)(C)C.[Cl:36][C:37]1[CH:41]=[CH:40][S:39][C:38]=1S(N)(=O)=O>>[NH2:14][C:16]1[CH:17]=[C:18]2[C:23](=[CH:24][C:25]=1[F:26])[C:22](=[O:27])[N:21]([C:28]1[CH:29]=[CH:30][C:31]([NH:7][C:5]([NH:4][S:1]([C:38]3[S:39][CH:40]=[CH:41][C:37]=3[Cl:36])(=[O:3])=[O:2])=[O:6])=[CH:32][CH:33]=1)[CH:20]=[CH:19]2. Yields the product NC=1C=C2C=CN(C(C2=CC1F)=O)C1=CC=C(C=C1)NC(=O)NS(=O)(=O)C=1SC=CC1Cl (N-({[4-(6-amino-7-fluoro-1-oxoisoquinolin-2(1H)-yl)phenyl]amino}carbonyl)-3-chlorothiophene-2-sulfonamide). The reactants are S(=O)(=O)=NC(=O)N (sulfonylurea), C(C)(C)(C)OC(N(C)C=1C=C2C=CN(C(C2=CC1F)=O)C1=CC=C(C=C1)N)=O ([2-(4-Amino-phenyl)-7-fluoro-1-oxo-1,2-dihydro-isoquinolin-6-yl]-methyl-carbamic acid tert-butyl ester), ClC1=C(SC=C1)S(=O)(=O)N (3-chloro-thiophene-2-sulfonic acid amide). Procedure: An analogous sulfonylurea coupling and de-protection procedure to that described in Example 29 was performed on [2-(4-Amino-phenyl)-7-fluoro-1-oxo-1,2-dihydro-isoquinolin-6-yl]-methyl-carbamic acid tert-butyl ester (Example 9) using 3-chloro-thiophene-2-sulfonic acid amide as the coupling partner to give N-({[4-(6-amino-7-fluoro-1-oxoisoquinolin-2(1H)-yl)phenyl]amino}carbonyl)-3-chlorothiophene-2-sulfonamide. ES-MS (M+H)+=507.0, 509.0 (Cl); 1H-NMR (DMSO-d6) δ (ppm): 8.98-8.91 (bs, 1H), 8.06-7.98... Reactants: N, CCOC(=O)c1cnc(-c2ccccc2OC(C)CC)[nH]c1=O. Product: CCC(C)Oc1ccccc1-c1ncc(C(N)=O)c(=O)[nH]1. As a reaction SMILES: [NH3:24].[O:1]=[c:2]1[c:3]([C:19]([O:21][CH2:20][CH3:22])=[O:23])[cH:4][n:5][c:6](-[c:8]2[c:9]([O:14][CH:15]([CH3:16])[CH2:17][CH3:18])[cH:10][cH:11][cH:12][cH:13]2)[nH:7]1>>[O:1]=[c:2]1[c:3]([C:19](=[O:21])[NH2:24])[cH:4][n:5][c:6](-[c:8]2[c:9]([O:14][CH:15]([CH3:16])[CH2:17][CH3:18])[cH:10][cH:11][cH:12][cH:13]2)[nH:7]1. Reactants: CCO, [H][H], O=C(Cc1ccccc1)NC1C(=O)N2C1SC1(CCN(c3ccccc3)CC1)C2C(=O)OCc1ccccc1. Yields the product O=C(Cc1ccccc1)NC1C(=O)N2C1SC1(CCN(c3ccccc3)CC1)C2C(=O)O. As a reaction SMILES: [CH3:42][CH2:43][OH:44].[H:40][H:41].[c:1]1([N:7]2[CH2:8][CH2:9][C:10]3([S:11][CH:12]4[N:13]([CH:14]3[C:15](=[O:16])[O:17][CH2:18][c:19]3[cH:20][cH:21][cH:22][cH:23][cH:24]3)[C:25](=[O:37])[CH:26]4[NH:27][C:28]([CH2:29][c:30]3[cH:31][cH:32][cH:33][cH:34][cH:35]3)=[O:36])[CH2:38][CH2:39]2)[cH:2][cH:3][cH:4][cH:5][cH:6]1>>[c:1]1([N:7]2[CH2:8][CH2:9][C:10]3([S:11][CH:12]4[N:13]([CH:14]3[C:15](=[O:16])[OH:17])[C:25](=[O:37])[CH:26]4[NH:27][C:28]([CH2:29][c:30]3[cH:31][cH:32][cH:33][cH:34][cH:35]3)=[O:36])[CH2:38][CH2:39]2)[cH:2][cH:3][cH:4][cH:5][cH:6]1. Starting materials: FC(F)(Br)C(F)(F)Br, C1CCOC1, C[Si](C)(C)c1cc2nnc(-c3ccccc3F)n2nc1Cl, ClCCl. The product is Fc1ccccc1-c1nnc2cc(Br)c(Cl)nn12. As a reaction SMILES: [Br:22][C:23]([F:24])([F:25])[C:26]([F:27])([F:28])[Br:29].[CH2:30]1[O:31][CH2:32][CH2:33][CH2:34]1.[Cl:1][c:2]1[c:3]([Si:18]([CH3:19])([CH3:20])[CH3:21])[cH:4][c:5]2[n:6]([n:7]1)[c:8](-[c:11]1[c:12]([F:17])[cH:13][cH:14][cH:15][cH:16]1)[n:9][n:10]2.[Cl:35][CH2:36][Cl:37]>>[Cl:1][c:2]1[c:3]([Br:22])[cH:4][c:5]2[n:6]([n:7]1)[c:8](-[c:11]1[c:12]([F:17])[cH:13][cH:14][cH:15][cH:16]1)[n:9][n:10]2. The yield is 98.8%. Procedure: Bromomethylmagnesium (3 M diethyl ether solution) (24 ml, 72 mmols) was dropwise added to a diethyl ether (200 ml) solution of 3-methoxyacetophenone (10 g, 67 mmols) at room temperature. After the addition, the mixture was stirred at room temperature for 1 hour. Saturated aqueous ammonia was added to the reaction mixture, which was then extracted with ethyl acetate. The extract was washed with brine, and then dried with anhydrous magnesium sulfate. This was concentrated under reduced pressure to... Reaction conditions: time 1 hour. The product is COC=1C=C(C=CC1)C(C)(C)O (2-(3-methoxyphenyl)propan-2-ol). The solvent is C(C)OCC (diethyl ether). RXN SMILES: Br[CH2:2][Mg].[CH3:4][C:5]([C:7]1[CH:12]=[CH:11][CH:10]=[C:9]([O:13][CH3:14])[CH:8]=1)=[O:6].N>C(OCC)C>[CH3:14][O:13][C:9]1[CH:8]=[C:7]([C:5]([OH:6])([CH3:2])[CH3:4])[CH:12]=[CH:11][CH:10]=1. Reactants: BrC[Mg] (Bromomethylmagnesium), CC(=O)C1=CC(=CC=C1)OC (3-methoxyacetophenone), N (ammonia). The reactants are [O-]CC.[Na+] (sodium ethoxide), Cl (HCl), O=C1NC2=CC(=CC=C2C1)C(=O)C=1C=C(C=CC1)NC(C)=O (N-[3-(2-Oxo-2,3-dihydro-1H-indole-6-carbonyl)-phenyl]-acetamide), C(=O)OCC (ethyl formate). Solvent: C(C)O (ethanol), C(C)O (ethanol). Conditions: temperature 78 celsius. The product is OC=C1C(NC2=CC(=CC=C12)C(=O)C=1C=C(C=CC1)NC(C)=O)=O (N-[3-(3-Hydroxymethylene-2-oxo-2,3-dihydro-1H-indole-6-carbonyl)-phenyl]-acetamide). Isolated yield 71.7%. As a reaction SMILES: [O:1]=[C:2]1[CH2:10][C:9]2[C:4](=[CH:5][C:6]([C:11]([C:13]3[CH:14]=[C:15]([NH:19][C:20](=[O:22])[CH3:21])[CH:16]=[CH:17][CH:18]=3)=[O:12])=[CH:7][CH:8]=2)[NH:3]1.[CH:23](OCC)=[O:24].[O-]CC.[Na+].Cl>C(O)C>[OH:24][CH:23]=[C:10]1[C:9]2[C:4](=[CH:5][C:6]([C:11]([C:13]3[CH:14]=[C:15]([NH:19][C:20](=[O:22])[CH3:21])[CH:16]=[CH:17][CH:18]=3)=[O:12])=[CH:7][CH:8]=2)[NH:3][C:2]1=[O:1] |f:2.3|. Reported procedure: N-[3-(2-Oxo-2,3-dihydro-1H-indole-6-carbonyl)-phenyl]-acetamide (0.957 g, 3.25 mmol) and ethyl formate (0.781 mL, 9.75 mmol) were dissolved in anhydrous ethanol (6.50 mL). The resulting solution was treated in dropwise fashion with a 21 wt % solution of sodium ethoxide in ethanol (6.07 mL, 16.26 mmol). This reaction mixture was heated at 78° C. for 1 h, producing a black oil. Subsequently, the reaction mixture was cooled to room temperature, and then the reaction pH was adjusted to pH 1 with dro...